From a dataset of the Open Reaction Database (ORD), a public repository of structured organic reaction records. describe an organic reaction: reactants, conditions, products, and yield The reactants are C[O-].[Mg+2].C[O-] (magnesium methanolate), CC=1C=NC(=C(C1OC)C)C[S+](C=2NC=3C=CC(=CC3N2)OC)[O-] (esomeprazole). Solvent: CO (methanol). Reaction conditions: time 1 hour. The product is CC1=CN=C(C(=C1OC)C)C[S@](=O)C2=NC3=C([N-]2)C=CC(=C3)OC.[Mg+2] (esomeprazole magnesium salt). RXN SMILES: C[O-].[Mg+2:3].C[O-].[CH3:6][C:7]1[CH:8]=[N:9][C:10]([CH2:16][S+:17]([O-:29])[C:18]2[NH:19][C:20]3[CH:21]=[CH:22][C:23]([O:27][CH3:28])=[CH:24][C:25]=3[N:26]=2)=[C:11]([CH3:15])[C:12]=1[O:13][CH3:14]>CO>[CH3:6][C:7]1[C:12]([O:13][CH3:14])=[C:11]([CH3:15])[C:10]([CH2:16][S@@:17]([C:18]2[N-:19][C:20]3[CH:21]=[CH:22][C:23]([O:27][CH3:28])=[CH:24][C:25]=3[N:26]=2)=[O:29])=[N:9][CH:8]=1.[Mg+2:3] |f:0.1.2,5.6|. Procedure: A stoichiometric amount of 7.6 wt.-% methanolic solution of magnesium methanolate (18.1 mL) was added to the solution of 9.0 g of esomeprazole (99.28% e.e.) in 100 mL of methanol. The obtained reaction mixture was stirred at room temperature for 1 hour allowing to form esomeprazole magnesium salt in the meantime. After addition of 0.4 mL of water the reaction mixture was further stirred for 30 min. The formed inorganic solid salts were separated from the liquid by filtration through a layer of d... The reactants are C(C)NC=1C(=NC=CC1)N1CCN(CC1)C(=O)C1=CC=C(C(=O)O)C=C1 (4-[1-[3-(ethylamino)-2-pyridyl]piperazin-4-yl-carbonyl]benzoic acid), OCCN1CCNCC1 (1-(2-hydroxyethyl)piperazine). Product: C(C)NC=1C(=NC=CC1)N1CCN(CC1)C(=O)C1=CC=C(C(=O)N2CCN(CC2)CCO)C=C1 (1-[4-[1-[3-(Ethylamino)-2-pyridyl]piperazin-4-yl-carbonyl]benzoyl]-4-(2-hydroxyethyl)piperazine). Yield: 76.0%. Reaction SMILES: [CH2:1]([NH:3][C:4]1[C:5]([N:10]2[CH2:15][CH2:14][N:13]([C:16]([C:18]3[CH:26]=[CH:25][C:21]([C:22](O)=[O:23])=[CH:20][CH:19]=3)=[O:17])[CH2:12][CH2:11]2)=[N:6][CH:7]=[CH:8][CH:9]=1)[CH3:2].[OH:27][CH2:28][CH2:29][N:30]1[CH2:35][CH2:34][NH:33][CH2:32][CH2:31]1>>[CH2:1]([NH:3][C:4]1[C:5]([N:10]2[CH2:15][CH2:14][N:13]([C:16]([C:18]3[CH:19]=[CH:20][C:21]([C:22]([N:33]4[CH2:34][CH2:35][N:30]([CH2:29][CH2:28][OH:27])[CH2:31][CH2:32]4)=[O:23])=[CH:25][CH:26]=3)=[O:17])[CH2:12][CH2:11]2)=[N:6][CH:7]=[CH:8][CH:9]=1)[CH3:2]. Procedure details: By the same procedure as described in the example 19, synthesis was carried out starting with 4-[1-[3-(ethylamino)-2-pyridyl]piperazin-4-yl-carbonyl]benzoic acid and using 1-(2-hydroxyethyl)piperazine. Then, the product was recrystallized using ethyl acetate and hexane to give the desired compound. Reactants: ClC1=C(C=CC(=C1)OC)C1=C(C(=NC=C1)NC(CC)C1CCC1)[N+](=O)[O-] ([4-(2-Chloro-4-methoxy-phenyl)-3-nitro-pyridin-2-yl]-(1-cyclobutyl-propyl)-amine), [O-]S(=O)S(=O)[O-].[Na+].[Na+] (Na2S2O4). Yields the product ClC1=C(C=CC(=C1)OC)C1=C(C(=NC=C1)NC(CC)C1CCC1)N (4-(2-chloro-4-methoxy-phenyl)-N2-(1-cyclobutyl-propyl)-pyridine-2,3-diamine). Isolated yield 108.4%. As a reaction SMILES: [Cl:1][C:2]1[CH:7]=[C:6]([O:8][CH3:9])[CH:5]=[CH:4][C:3]=1[C:10]1[CH:15]=[CH:14][N:13]=[C:12]([NH:16][CH:17]([CH:20]2[CH2:23][CH2:22][CH2:21]2)[CH2:18][CH3:19])[C:11]=1[N+:24]([O-])=O.[O-]S(S([O-])=O)=O.[Na+].[Na+]>>[Cl:1][C:2]1[CH:7]=[C:6]([O:8][CH3:9])[CH:5]=[CH:4][C:3]=1[C:10]1[CH:15]=[CH:14][N:13]=[C:12]([NH:16][CH:17]([CH:20]2[CH2:21][CH2:22][CH2:23]2)[CH2:18][CH3:19])[C:11]=1[NH2:24] |f:1.2.3|. Procedure: [4-(2-Chloro-4-methoxy-phenyl)-3-nitro-pyridin-2-yl]-(1-cyclobutyl-propyl)-amine (0.33 g, 0.88 mmol) and Na2S2O4 (1.33 g, 7.6 mmol) were treated substantially as described in Part E of Example 9 to give 0.33 g (100%) 4-(2-chloro-4-methoxy-phenyl)-N2-(1-cyclobutyl-propyl)-pyridine-2,3-diamine: MS (AP) m/z 345.9 [(M+H)+, 100]. Reactants: P(Cl)(Cl)Cl (Phosphorus trichloride), C(C)(C)(C)OC(=O)CON=C(C(=O)NC1[C@@H]2N(C(=C(CS2=O)CS(=O)(=O)C)C(=O)O)C1=O)C=1N=CSC1 (7-[2-t-butoxycarbonylmethoxyimino-2-(4-thiazolyl)acetamido]-3-mesylmethyl-3-cephem-4-carboxylic acid-1-oxide), O (water), C(C)(=O)OCC (ethyl acetate). Solvent: CN(C=O)C (N,N-dimethylformamide). Reaction conditions: time 10 minute. Yields the product C(C)(C)(C)OC(=O)CON=C(C(=O)NC1[C@@H]2N(C(=C(CS2)CS(=O)(=O)C)C(=O)O)C1=O)C=1N=CSC1 (7-[2-t-butoxycarbonylmethoxyimino-2-(4-thiazolyl)acetamido]-3-mesylmethyl-3-cephem-4-carboxylic acid). Reaction SMILES: P(Cl)(Cl)Cl.[C:5]([O:9][C:10]([CH2:12][O:13][N:14]=[C:15]([C:37]1[N:38]=[CH:39][S:40][CH:41]=1)[C:16]([NH:18][CH:19]1[C:35](=[O:36])[N:21]2[C:22]([C:32]([OH:34])=[O:33])=[C:23]([CH2:27][S:28]([CH3:31])(=[O:30])=[O:29])[CH2:24][S:25](=O)[C@H:20]12)=[O:17])=[O:11])([CH3:8])([CH3:7])[CH3:6].O.C(OCC)(=O)C>CN(C)C=O>[C:5]([O:9][C:10]([CH2:12][O:13][N:14]=[C:15]([C:37]1[N:38]=[CH:39][S:40][CH:41]=1)[C:16]([NH:18][CH:19]1[C:35](=[O:36])[N:21]2[C:22]([C:32]([OH:34])=[O:33])=[C:23]([CH2:27][S:28]([CH3:31])(=[O:30])=[O:29])[CH2:24][S:25][C@H:20]12)=[O:17])=[O:11])([CH3:8])([CH3:6])[CH3:7]. Procedure details: Phosphorus trichloride (1.5 g) was added to a solution of 7-[2-t-butoxycarbonylmethoxyimino-2-(4-thiazolyl)acetamido]-3-mesylmethyl-3-cephem-4-carboxylic acid-1-oxide (syn isomer (2.1 g) in N,N-dimethylformamide (20 ml) at -50° C. and the solution was stirred at -40° to -30° C. for 10 minutes. The reaction mixture was poured into a mixture of cold water (200 ml) and ethyl acetate (150 ml). The separated organic layer was washed with water (50 ml), dried over magnesium sulfate and evaporated to g... The reactants are C1(=CC=CC=C1)[C@]1([C@H](C1)C1=CC=CC=C1)C(=O)OC ((1S,2R)-methyl 1,2-diphenylcyclopropanecarboxylate), CC(C)(C)[O-].[K+] (t-BuOK). Solvent: CS(=O)C (DMSO). Product: C1(=CC=CC=C1)[C@]1([C@H](C1)C1=CC=CC=C1)C(=O)O ((1S,2R)-1,2-diphenylcyclopropanecarboxylic acid). Isolated yield 59.8%. Reaction SMILES: [C:1]1([C@:7]2([C:16]([O:18]C)=[O:17])[CH2:9][C@@H:8]2[C:10]2[CH:15]=[CH:14][CH:13]=[CH:12][CH:11]=2)[CH:6]=[CH:5][CH:4]=[CH:3][CH:2]=1.CC([O-])(C)C.[K+]>CS(C)=O>[C:1]1([C@:7]2([C:16]([OH:18])=[O:17])[CH2:9][C@@H:8]2[C:10]2[CH:11]=[CH:12][CH:13]=[CH:14][CH:15]=2)[CH:2]=[CH:3][CH:4]=[CH:5][CH:6]=1 |f:1.2|. Procedure: To a round-bottom flask at room temperature was added (1S,2R)-methyl 1,2-diphenylcyclopropanecarboxylate (11.5 mmol, 2.91 g, 1.0 equiv.) in dry DMSO (24 mL). t-BuOK (25.4 mmol, 2.85 g, 2.2 equiv.) was added in several portions over 30 minutes under argon. The reaction was monitored by TLC technique until the starting material was consumed completely. The reaction mixture was cooled with ice bath and acidified by careful addition of saturated ammonium chloride (10 mL), followed by a slow addition... Yields the product CC(C)CC(O)c1ccc(Cl)cc1Cl. Reaction SMILES: [CH2:11]([CH:12]([CH3:13])[CH3:14])[Li:15].[CH2:18]1[O:19][CH2:20][CH2:21][CH2:22]1.[Cl-:16].[Cl:1][c:2]1[c:3]([CH:4]=[O:5])[cH:6][cH:7][c:8]([Cl:10])[cH:9]1.[NH4+:17]>>[Cl:1][c:2]1[c:3]([CH:4]([OH:5])[CH2:11][CH:12]([CH3:13])[CH3:14])[cH:6][cH:7][c:8]([Cl:10])[cH:9]1. Reactants: [Li]CC(C)C, C1CCOC1, [Cl-], O=Cc1ccc(Cl)cc1Cl, [NH4+]. Procedure: Following the procedures described in Steps D and E of Example 1, replacing in Step D ethyl 5-chloro-3-(chlorosulfonyl)-1-(phenylsulfonyl)-1H-indole-2-carboxylate with ethyl 5-bromo-3-(chlorosulfonyl)-1-(phenylsulfonyl)-1H-indole-2-carboxylate, and methylamine hydrochloride with N-cyclopropyl-N-methylamine oxylate, the title compound was obtained. Proton NMR for the product was consistent with the titled compound. ESI+ MS: 372.2 [M+H]+. RXN SMILES: ClC1C=C2[C:8](=[CH:9][CH:10]=1)[N:7](S(C1C=CC=CC=1)(=O)=O)[C:6](C(OCC)=O)=C2S(Cl)(=O)=O.[Br:29][C:30]1[CH:31]=[C:32]2[C:36](=[CH:37][CH:38]=1)[N:35](S(C1C=CC=CC=1)(=O)=O)[C:34]([C:48]([O:50]CC)=O)=[C:33]2[S:53](Cl)(=[O:55])=[O:54].Cl.CN.C1([N:63](C2C=CC(C([O-])=O)=C(C)C=2C)C)CC1>>[Br:29][C:30]1[CH:31]=[C:32]2[C:36](=[CH:37][CH:38]=1)[NH:35][C:34]([C:48]([NH2:63])=[O:50])=[C:33]2[S:53]([N:7]([CH:8]1[CH2:9][CH2:10]1)[CH3:6])(=[O:54])=[O:55] |f:2.3|. The reactants are ClC=1C=C2C(=C(N(C2=CC1)S(=O)(=O)C1=CC=CC=C1)C(=O)OCC)S(=O)(=O)Cl (ethyl 5-chloro-3-(chlorosulfonyl)-1-(phenylsulfonyl)-1H-indole-2-carboxylate), C1(CC1)N(C)C1=C(C(=C(C=C1)C(=O)[O-])C)C (N-cyclopropyl-N-methylamine oxylate), BrC=1C=C2C(=C(N(C2=CC1)S(=O)(=O)C1=CC=CC=C1)C(=O)OCC)S(=O)(=O)Cl (ethyl 5-bromo-3-(chlorosulfonyl)-1-(phenylsulfonyl)-1H-indole-2-carboxylate), Cl.CN (methylamine hydrochloride). Yields the product BrC=1C=C2C(=C(NC2=CC1)C(=O)N)S(=O)(=O)N(C)C1CC1 (5-Bromo-3-{[cyclopropyl(methyl)amino]sulfonyl}-1H-indole-2-carboxamide). Reactants: OC(C)C=1OC(=CN1)CN1N=C(C=C1)NC(=O)C=1N=COC1C1=CC=CC=C1 (5-phenyl-oxazole-4-carboxylic acid {1-[2-(1-hydroxy-ethyl)-oxazol-5-ylmethyl]-1H-pyrazol-3-yl}-amide), N#N (N2). Reagents/catalysts: O=[Mn]=O (MnO2). Solvent: C(=O)(C)C#N (AcCN). Conditions: time 8 hour. Yields the product C(C)(=O)C=1OC(=CN1)CN1N=C(C=C1)NC(=O)C=1N=COC1C1=CC=CC=C1 (5-Phenyl-oxazole-4-carboxylic acid [1-(2-acetyl-oxazol-5-ylmethyl)-1H-pyrazol-3-yl]-amide). RXN SMILES: N#N.[OH:3][CH:4]([C:6]1[O:7][C:8]([CH2:11][N:12]2[CH:16]=[CH:15][C:14]([NH:17][C:18]([C:20]3[N:21]=[CH:22][O:23][C:24]=3[C:25]3[CH:30]=[CH:29][CH:28]=[CH:27][CH:26]=3)=[O:19])=[N:13]2)=[CH:9][N:10]=1)[CH3:5]>C(C#N)(C)=O.O=[Mn]=O>[C:4]([C:6]1[O:7][C:8]([CH2:11][N:12]2[CH:16]=[CH:15][C:14]([NH:17][C:18]([C:20]3[N:21]=[CH:22][O:23][C:24]=3[C:25]3[CH:30]=[CH:29][CH:28]=[CH:27][CH:26]=3)=[O:19])=[N:13]2)=[CH:9][N:10]=1)(=[O:3])[CH3:5]. Procedure: In a flame dried round-bottomed flask equipped with a magnetic stir bar and under inert atmosphere (N2), a solution of 5-phenyl-oxazole-4-carboxylic acid {1-[2-(1-hydroxy-ethyl)-oxazol-5-ylmethyl]-1H-pyrazol-3-yl}-amide (140 mg, 0.37 mmol) in AcCN (4.0 mL) was treated at rt with MnO2 (267 mg, 2.77 mmol) and the reaction mixture was stirred at rt overnight before being filtered through Celite. Purification of the residue by FC (3:7 hept-EA) gave the title compound as a white foam. TLC: rf (3:7 he... Starting materials: CCC1(CC)C(=O)N(C)c2ccc(NC(C)=O)cc21, CC(=O)O, O=[N+]([O-])O. As a reaction SMILES: [CH2:1]([CH3:2])[C:3]1([CH2:18][CH3:19])[C:4](=[O:17])[N:5]([CH3:16])[c:6]2[cH:7][cH:8][c:9]([NH:12][C:13]([CH3:14])=[O:15])[cH:10][c:11]21.[CH3:24][C:25](=[O:26])[OH:27].[OH:20][N+:21]([O-:22])=[O:23]>>[CH2:1]([CH3:2])[C:3]1([CH2:18][CH3:19])[C:4](=[O:17])[N:5]([CH3:16])[c:6]2[cH:7][c:8]([N+:21](=[O:20])[O-:22])[c:9]([NH:12][C:13]([CH3:14])=[O:15])[cH:10][c:11]21. Yields the product CCC1(CC)C(=O)N(C)c2cc([N+](=O)[O-])c(NC(C)=O)cc21.